Dataset: the Open Reaction Database (ORD), a public repository of structured organic reaction records. Task: describe an organic reaction: reactants, conditions, products, and yield Reactants: Cl.CN(CCCN=C=NCC)C (1-[3-(dimethylamino)propyl]-3-ethyl carbodiimide hydrochloride), CC1=C(C=CC(=C1)C(=O)N1CC=2N(CC3=C1C=CC=C3)C(=CC2)C(=O)O)C2=C(C=CC=C2)C(F)(F)F (10-[(2-Methyl-2′-trifluoromethyl-[1,1′-biphenyl]-4-yl)carbonyl]-10,11-dihydro-5H-pyrrolo[2,1-c][1,4]benzodiazepine-3-carboxylic acid), C(C)(C)(C)OC(=O)N1CCNCC1 (1-(tert-butoxycarbonyl)piperazine), O.ON1N=NC2=C1C=CC=C2 (1-hydroxybenzotriazole monohydrate), C(C)(C)N(C(C)C)CC (N,N-diisopropylethyl amine). The solvent is CN(C=O)C (N,N-dimethylformamide), C(C)(=O)OCC (ethyl acetate). Run at time 8 hour. Yields the product CC1=C(C=CC(=C1)C(=O)N1CC=2N(CC3=C1C=CC=C3)C(=CC2)C(=O)N2CCN(CC2)C(=O)OC(C)(C)C)C2=C(C=CC=C2)C(F)(F)F (4-[[10,11-Dihydro-10-[[2-methyl-2′-trifluoromethyl-[1,1′-biphenyl]-4-yl]carbonyl]-5H-pyrrolo[2,1-c][1,4]benzodiazepin-3-yl]carbonyl]-1-piperazine carboxylic acid, tert-butyl ester). RXN SMILES: [CH3:1][C:2]1[CH:7]=[C:6]([C:8]([N:10]2[C:16]3[CH:17]=[CH:18][CH:19]=[CH:20][C:15]=3[CH2:14][N:13]3[C:21]([C:24](O)=[O:25])=[CH:22][CH:23]=[C:12]3[CH2:11]2)=[O:9])[CH:5]=[CH:4][C:3]=1[C:27]1[CH:32]=[CH:31][CH:30]=[CH:29][C:28]=1[C:33]([F:36])([F:35])[F:34].[C:37]([O:41][C:42]([N:44]1[CH2:49][CH2:48][NH:47][CH2:46][CH2:45]1)=[O:43])([CH3:40])([CH3:39])[CH3:38].O.ON1C2C=CC=CC=2N=N1.Cl.CN(C)CCCN=C=NCC.C(N(CC)C(C)C)(C)C>CN(C)C=O.C(OCC)(=O)C>[CH3:1][C:2]1[CH:7]=[C:6]([C:8]([N:10]2[C:16]3[CH:17]=[CH:18][CH:19]=[CH:20][C:15]=3[CH2:14][N:13]3[C:21]([C:24]([N:47]4[CH2:48][CH2:49][N:44]([C:42]([O:41][C:37]([CH3:40])([CH3:38])[CH3:39])=[O:43])[CH2:45][CH2:46]4)=[O:25])=[CH:22][CH:23]=[C:12]3[CH2:11]2)=[O:9])[CH:5]=[CH:4][C:3]=1[C:27]1[CH:32]=[CH:31][CH:30]=[CH:29][C:28]=1[C:33]([F:36])([F:34])[F:35] |f:2.3,4.5|. Reported procedure: 10-[(2-Methyl-2′-trifluoromethyl-[1,1′-biphenyl]-4-yl)carbonyl]-10,11-dihydro-5H-pyrrolo[2,1-c][1,4]benzodiazepine-3-carboxylic acid of Example 1, Step F (1.0 g, 2.04 mmol), 1-(tert-butoxycarbonyl)piperazine (0.46 g, 2.47 mmol) and 1-hydroxybenzotriazole monohydrate (0.30 g, 2.22 mmol) were dissolved in N,N-dimethylformamide (8 mL). 1-[3-(dimethylamino)propyl]-3-ethyl carbodiimide hydrochloride (0.43 g, 2.24 mmol) was then added followed by N,N-diisopropylethyl amine (0.55 mL, 3.09 mmol). The re...